Dataset: the Open Reaction Database (ORD), a public repository of structured organic reaction records. Task: describe an organic reaction: reactants, conditions, products, and yield Reactants: CN(C)C=O, O=C=NCCCl, N#Cc1ccc(-c2ccc(N)cc2)cc1, O. Reaction SMILES: [CH3:23][N:24]([CH3:25])[CH:26]=[O:27].[Cl:1][CH2:2][CH2:3][N:4]=[C:5]=[O:6].[NH2:7][c:8]1[cH:9][cH:10][c:11](-[c:14]2[cH:15][cH:16][c:17]([C:20]#[N:21])[cH:18][cH:19]2)[cH:12][cH:13]1.[OH2:22]>>[Cl:1][CH2:2][CH2:3][NH:4][C:5](=[O:6])[NH:7][c:8]1[cH:9][cH:10][c:11](-[c:14]2[cH:15][cH:16][c:17]([C:20]#[N:21])[cH:18][cH:19]2)[cH:12][cH:13]1. The product is N#Cc1ccc(-c2ccc(NC(=O)NCCCl)cc2)cc1. The reactants are CC(C)O, [Cl-], Clc1cc(Cl)ncn1, [H-], [NH4+], [Na+], C1CCOC1. Product: CC(C)Oc1cc(Cl)ncn1. RXN SMILES: [CH:3]([CH3:4])([CH3:5])[OH:6].[Cl-:15].[Cl:7][c:8]1[n:9][cH:10][n:11][c:12]([Cl:14])[cH:13]1.[H-:1].[NH4+:16].[Na+:2].[O:17]1[CH2:18][CH2:19][CH2:20][CH2:21]1>>[CH:3]([CH3:4])([CH3:5])[O:6][c:12]1[n:11][cH:10][n:9][c:8]([Cl:7])[cH:13]1. The reactants are [N+](=O)([O-])[O-].[Na+] (sodium nitrate), NC=1SC=C(N1)C(=O)OCC (ethyl 2-amino-4-thiazolecarboxylate), [Br-].[Na+] (sodium bromide), S(O)(O)(=O)=O (sulfuric acid). The reagents and catalysts are S(=O)(=O)([O-])[O-].[Cu+2] (copper (II) sulfate). Solvent: O (water), O (water). Conditions: temperature 0 celsius, time 1.5 hour. Product: BrC=1SC=C(N1)C(=O)OCC (ethyl 2-bromo-4-thiazolecarboxylate). Yield: 19.3%. Reaction SMILES: N[C:2]1[S:3][CH:4]=[C:5]([C:7]([O:9][CH2:10][CH3:11])=[O:8])[N:6]=1.[Br-:12].[Na+].S(=O)(=O)(O)O.[N+]([O-])([O-])=O.[Na+]>O.S([O-])([O-])(=O)=O.[Cu+2]>[Br:12][C:2]1[S:3][CH:4]=[C:5]([C:7]([O:9][CH2:10][CH3:11])=[O:8])[N:6]=1 |f:1.2,4.5,7.8|. Procedure details: Acording to literature reference (Kelly, T. R.; Lang, F. J. Org. Chem. 1996, 61, 4623–4633), crude ethyl 2-amino-4-thiazolecarboxylate (19.0 g, 111 mmol) is combined with sodium bromide (46.7 g, 444 mmol) and copper (II) sulfate (52.4 g, 333 mmol). A portion of 9N sulfuric acid (225 mL) is then added and the reaction mixture is cooled in an ice/salt bath. A solution of sodium nitrate (8.35 g, 122 mmol) in water (100 mL) is added drop wise to this reaction mixture over 30 minutes while maintainin... Starting materials: COc1ccc([N+](=O)[O-])c(C=O)c1, CC(=O)[O-], CC(=O)OC(C)=O, [Na+], O=C1CNC(=O)N1, O. Product: COc1ccc([N+](=O)[O-])c(C=C2NC(=O)NC2=O)c1. As a reaction SMILES: [CH3:1][O:2][c:3]1[cH:4][cH:5][c:6]([N+:11](=[O:12])[O-:13])[c:7]([CH:8]=[O:9])[cH:10]1.[CH3:22][C:23](=[O:24])[O-:25].[CH3:26][C:27]([O:28][C:29](=[O:30])[CH3:31])=[O:32].[Na+:21].[O:14]=[C:15]1[CH2:16][NH:17][C:18](=[O:19])[NH:20]1.[OH2:33]>>[CH3:1][O:2][c:3]1[cH:4][cH:5][c:6]([N+:11](=[O:12])[O-:13])[c:7]([CH:8]=[C:16]2[C:15](=[O:14])[NH:20][C:18](=[O:19])[NH:17]2)[cH:10]1. Product: NC=1C2=C(N=CN1)N=C(C=C2C2CN(CCC2)C(=O)OC(C)(C)C)C2=C(C=CC=C2OCC2=CC=C(C=C2)OC)OCC2CC2 (tert-butyl 3-(4-amino-7-{2-(cyclopropylmethoxy)-6-[(4-methoxybenzyl)oxy]-phenyl}pyrido[2,3-d]pyrimidin-5-yl)-1-piperidinecarboxylate). Isolated yield 14.7%. Procedure: To a solution of tert-butyl 3-(2-{[(1E)-aminomethylidene]amino}-3-cyano-6-{2-(cyclopropylmethoxy)-6-[(4-methoxybenzyl)oxy]phenyl}-4-pyridinyl)-1-piperidine-carboxylate (0.180 g, 0.289 mmol) in MeOH (5 mL) and toluene (5 mL) was added trifluoroacetic acid (0.01 mL). The mixture was allowed to stand for 20 days and concentrated under reduced pressure. Purification by column chromatography on silica gel (CH2Cl2/MeOH 50:1 to 20:1) gave tert-butyl 3-(4-amino-7-{2-(cyclopropylmethoxy)-6-[(4-methoxyben... Reactants: N\C=N\C1=NC(=CC(=C1C#N)C1CN(CCC1)C(=O)OC(C)(C)C)C1=C(C=CC=C1OCC1=CC=C(C=C1)OC)OCC1CC1 (tert-butyl 3-(2-{[(1E)-aminomethylidene]amino}-3-cyano-6-{2-(cyclopropylmethoxy)-6-[(4-methoxybenzyl)oxy]phenyl}-4-pyridinyl)-1-piperidine-carboxylate), FC(C(=O)O)(F)F (trifluoroacetic acid). Reaction SMILES: [NH2:1]/[CH:2]=[N:3]/[C:4]1[C:9]([C:10]#[N:11])=[C:8]([CH:12]2[CH2:17][CH2:16][CH2:15][N:14]([C:18]([O:20][C:21]([CH3:24])([CH3:23])[CH3:22])=[O:19])[CH2:13]2)[CH:7]=[C:6]([C:25]2[C:30]([O:31][CH2:32][C:33]3[CH:38]=[CH:37][C:36]([O:39][CH3:40])=[CH:35][CH:34]=3)=[CH:29][CH:28]=[CH:27][C:26]=2[O:41][CH2:42][CH:43]2[CH2:45][CH2:44]2)[N:5]=1.FC(F)(F)C(O)=O>CO.C1(C)C=CC=CC=1>[NH2:11][C:10]1[C:9]2[C:8]([CH:12]3[CH2:17][CH2:16][CH2:15][N:14]([C:18]([O:20][C:21]([CH3:24])([CH3:23])[CH3:22])=[O:19])[CH2:13]3)=[CH:7][C:6]([C:25]3[C:30]([O:31][CH2:32][C:33]4[CH:34]=[CH:35][C:36]([O:39][CH3:40])=[CH:37][CH:38]=4)=[CH:29][CH:28]=[CH:27][C:26]=3[O:41][CH2:42][CH:43]3[CH2:44][CH2:45]3)=[N:5][C:4]=2[N:3]=[CH:2][N:1]=1. Conditions: time 20 day. Solvent: CO (MeOH), C1(=CC=CC=C1)C (toluene). The reactants are CC(C)(C)OC(=O)NC1CCC(Nc2cc(C(=O)OCc3ccccc3)ccc2C#N)CC1, CCOC(C)=O, CO. Product: CC(C)(C)OC(=O)NC1CCC(Nc2cc(C(=O)O)ccc2C#N)CC1. Reaction SMILES: [C:1](#[N:2])[c:3]1[c:4]([NH:19][CH:20]2[CH2:21][CH2:22][CH:23]([NH:26][C:27](=[O:28])[O:29][C:30]([CH3:31])([CH3:32])[CH3:33])[CH2:24][CH2:25]2)[cH:5][c:6]([C:7](=[O:8])[O:9][CH2:10][c:11]2[cH:12][cH:13][cH:14][cH:15][cH:16]2)[cH:17][cH:18]1.[CH3:34][CH2:35][O:36][C:37](=[O:38])[CH3:39].[CH3:40][OH:41]>>[C:1](#[N:2])[c:3]1[c:4]([NH:19][CH:20]2[CH2:21][CH2:22][CH:23]([NH:26][C:27](=[O:28])[O:29][C:30]([CH3:31])([CH3:32])[CH3:33])[CH2:24][CH2:25]2)[cH:5][c:6]([C:7](=[O:8])[OH:9])[cH:17][cH:18]1. Reactants: COC1=CC=C(CN2N=C(C=3C2=NC=CC3OC3=C(C=C(C=C3)N)F)C=3C=NN(C3)C3CCN(CC3)C(=O)OC(C)(C)C)C=C1 (tert-butyl 4-(4-(1-(4-methoxybenzyl)-4-(4-amino-2-fluorophenoxy)-1H-pyrazolo[3,4-b]pyridin-3-yl)-1H-pyrazol-1-yl)piperidine-1-carboxylate), CCN(C(C)C)C(C)C (Hunig's base), FC1=CC=C(C=C1)N1N=CC=C(C1=O)C(=O)O (2-(4-fluorophenyl)-3-oxo-2,3-dihydropyridazine-4-carboxylic acid), CCN=C=NCCCN(C)C (EDCI), C=1C=CC2=C(C1)N=NN2O (HOBT). Run in O (water), CN(C)C=O (DMF). Conditions: temperature 70 celsius, time 30 minute. Yields the product FC1=C(OC2=C3C(=NC=C2)N(N=C3C=3C=NN(C3)C3CCN(CC3)C(=O)OC(C)(C)C)CC3=CC=C(C=C3)OC)C=CC(=C1)NC(=O)C=1C(N(N=CC1)C1=CC=C(C=C1)F)=O (tert-butyl 4-(4-(4-(2-fluoro-4-(2-(4-fluorophenyl)-3-oxo-2,3-dihydropyridazine-4-carboxamido)phenoxy)-1-(4-methoxybenzyl)-1H-pyrazolo[3,4-b]pyridin-3-yl)-1H-pyrazol-1-yl)piperidine-1-carboxylate). Isolated yield 3.4%. Reaction SMILES: [F:1][C:2]1[CH:7]=[CH:6][C:5]([N:8]2[C:13](=[O:14])[C:12]([C:15]([OH:17])=O)=[CH:11][CH:10]=[N:9]2)=[CH:4][CH:3]=1.CCN=C=NCCCN(C)C.C1C=CC2N(O)N=NC=2C=1.[CH3:39][O:40][C:41]1[CH:83]=[CH:82][C:44]([CH2:45][N:46]2[C:50]3=[N:51][CH:52]=[CH:53][C:54]([O:55][C:56]4[CH:61]=[CH:60][C:59]([NH2:62])=[CH:58][C:57]=4[F:63])=[C:49]3[C:48]([C:64]3[CH:65]=[N:66][N:67]([CH:69]4[CH2:74][CH2:73][N:72]([C:75]([O:77][C:78]([CH3:81])([CH3:80])[CH3:79])=[O:76])[CH2:71][CH2:70]4)[CH:68]=3)=[N:47]2)=[CH:43][CH:42]=1.CCN(C(C)C)C(C)C>O.CN(C=O)C>[F:63][C:57]1[CH:58]=[C:59]([NH:62][C:15]([C:12]2[C:13](=[O:14])[N:8]([C:5]3[CH:4]=[CH:3][C:2]([F:1])=[CH:7][CH:6]=3)[N:9]=[CH:10][CH:11]=2)=[O:17])[CH:60]=[CH:61][C:56]=1[O:55][C:54]1[CH:53]=[CH:52][N:51]=[C:50]2[N:46]([CH2:45][C:44]3[CH:43]=[CH:42][C:41]([O:40][CH3:39])=[CH:83][CH:82]=3)[N:47]=[C:48]([C:64]3[CH:65]=[N:66][N:67]([CH:69]4[CH2:74][CH2:73][N:72]([C:75]([O:77][C:78]([CH3:80])([CH3:81])[CH3:79])=[O:76])[CH2:71][CH2:70]4)[CH:68]=3)[C:49]=12. Reported procedure: A 25 mL round-bottomed flask was charged with 2-(4-fluorophenyl)-3-oxo-2,3-dihydropyridazine-4-carboxylic acid (0.0840 g, 0.358 mmol obtained from Example 19, step C), EDCI (0.0687 g, 0.358 mmol), HOBT (0.0549 g, 0.358 mmol), and DMF (5 mL). The reaction mixture was stirred for 30 minute and tert-butyl 4-(4-(1-(4-methoxybenzyl)-4-(4-amino-2-fluorophenoxy)-1H-pyrazolo[3,4-b]pyridin-3-yl)-1H-pyrazol-1-yl)piperidine-1-carboxylate (0.110 g, 0.179 mmol) and Hunig's base (0.0463 g, 0.358 mmol) were ad... Starting materials: FC(F)(F)c1cc(-c2ccc(Cl)s2)nc(-c2cccc(Br)c2)n1, CC1(C)OB(c2ccc(N)nc2)OC1(C)C. Yields the product Nc1ccc(-c2cccc(-c3nc(-c4ccc(Cl)s4)cc(C(F)(F)F)n3)c2)cn1. RXN SMILES: [Br:1][c:2]1[cH:3][c:4](-[c:8]2[n:9][c:10]([C:20]([F:21])([F:22])[F:23])[cH:11][c:12](-[c:14]3[s:15][c:16]([Cl:19])[cH:17][cH:18]3)[n:13]2)[cH:5][cH:6][cH:7]1.[NH2:24][c:25]1[n:26][cH:27][c:28]([B:31]2[O:32][C:33]([CH3:34])([CH3:35])[C:36]([CH3:37])([CH3:38])[O:39]2)[cH:29][cH:30]1>>[c:2]1(-[c:28]2[cH:27][n:26][c:25]([NH2:24])[cH:30][cH:29]2)[cH:3][c:4](-[c:8]2[n:9][c:10]([C:20]([F:21])([F:22])[F:23])[cH:11][c:12](-[c:14]3[s:15][c:16]([Cl:19])[cH:17][cH:18]3)[n:13]2)[cH:5][cH:6][cH:7]1. Reactants: C1(=CC=CC=C1)S(=O)(=O)N1C=CC=2C1=NC=C(C2Cl)[N+](=O)[O-] (1-benzenesulfonyl-4-chloro-5-nitro-1H-pyrrolo[2,3-b]pyridine), NC1CCN(CC1)CCC#N (3-(4-amino-piperidin-1-yl)-propionitrile), C(C)(C)N(CC)C(C)C (diisopropylethylamine). Run in CC(C)O (propan-2-ol). Conditions: temperature 80 celsius. Product: C1(=CC=CC=C1)S(=O)(=O)N1C=CC=2C1=NC=C(C2NC2CCN(CC2)CCC#N)[N+](=O)[O-] (3-[4-(1-benzenesulfonyl-5-nitro-1H-pyrrolo[2,3-b]pyridin-4-ylamino)-piperidin-1-yl]-propionitrile). Isolated yield 93.3%. Reaction SMILES: [C:1]1([S:7]([N:10]2[C:14]3=[N:15][CH:16]=[C:17]([N+:20]([O-:22])=[O:21])[C:18](Cl)=[C:13]3[CH:12]=[CH:11]2)(=[O:9])=[O:8])[CH:6]=[CH:5][CH:4]=[CH:3][CH:2]=1.[NH2:23][CH:24]1[CH2:29][CH2:28][N:27]([CH2:30][CH2:31][C:32]#[N:33])[CH2:26][CH2:25]1.C(N(C(C)C)CC)(C)C>CC(O)C>[C:1]1([S:7]([N:10]2[C:14]3=[N:15][CH:16]=[C:17]([N+:20]([O-:22])=[O:21])[C:18]([NH:23][CH:24]4[CH2:29][CH2:28][N:27]([CH2:30][CH2:31][C:32]#[N:33])[CH2:26][CH2:25]4)=[C:13]3[CH:12]=[CH:11]2)(=[O:9])=[O:8])[CH:6]=[CH:5][CH:4]=[CH:3][CH:2]=1. Reported procedure: A mixture of 1-benzenesulfonyl-4-chloro-5-nitro-1H-pyrrolo[2,3-b]pyridine (15.35 g, 45.5 mmol), 3-(4-amino-piperidin-1-yl)-propionitrile (hydrochloride salt) (9.48 g, 50.0 mmol), diisopropylethylamine (24.5 ml, 141 mmol) in propan-2-ol (200 ml) was heated at 80° C. for 18 h. The mixture was cooled to 25° C. and was concentrated to approximately 40 ml volume. This material was partitioned between water (2000 ml) and CH2Cl2 (3×2000 ml). The combined organic layers were dried over MgSO4, filtered, ...